From a dataset of the Open Reaction Database (ORD), a public repository of structured organic reaction records. describe an organic reaction: reactants, conditions, products, and yield Reactants: BrC1=CC=C(C=C1)[N+](=O)[O-] (1-bromo-4-nitrobenzene), C(CCC)N(CCCC)CCCC (tributylamine), C(CC(O)(C(=O)O)CC(=O)O)(=O)O (citric acid), C(C1=CC=CC=C1)(=O)NC1=C(C(=O)OC(C)(C)C)C=CC(=C1)C=C (tert-butyl 2-(benzamido)-4-vinylbenzoate). Reagents/catalysts: C(C)(=O)[O-].[Pd+2].C(C)(=O)[O-] (palladium acetate). The solvent is CN(C(C)=O)C (N,N-dimethylacetamide), C(C)(=O)OCC (ethyl acetate). Run at temperature 110 celsius, time 20 minute. Product: C(C1=CC=CC=C1)(=O)NC1=C(C(=O)OC(C)(C)C)C=CC(=C1)\C=C\C1=CC=C(C=C1)[N+](=O)[O-] (tert-butyl 2-(benzamido)-4-((E)-2-(4-nitrophenyl)vinyl)benzoate). Yield: 72.8%. As a reaction SMILES: Br[C:2]1[CH:7]=[CH:6][C:5]([N+:8]([O-:10])=[O:9])=[CH:4][CH:3]=1.C(N(CCCC)CCCC)CCC.[C:24]([NH:32][C:33]1[CH:45]=[C:44]([CH:46]=[CH2:47])[CH:43]=[CH:42][C:34]=1[C:35]([O:37][C:38]([CH3:41])([CH3:40])[CH3:39])=[O:36])(=[O:31])[C:25]1[CH:30]=[CH:29][CH:28]=[CH:27][CH:26]=1.C(O)(=O)CC(CC(O)=O)(C(O)=O)O>C([O-])(=O)C.[Pd+2].C([O-])(=O)C.C(OCC)(=O)C.CN(C)C(=O)C>[C:24]([NH:32][C:33]1[CH:45]=[C:44](/[CH:46]=[CH:47]/[C:2]2[CH:7]=[CH:6][C:5]([N+:8]([O-:10])=[O:9])=[CH:4][CH:3]=2)[CH:43]=[CH:42][C:34]=1[C:35]([O:37][C:38]([CH3:40])([CH3:41])[CH3:39])=[O:36])(=[O:31])[C:25]1[CH:26]=[CH:27][CH:28]=[CH:29][CH:30]=1 |f:4.5.6|. Procedure details: 0.14 g of 1-bromo-4-nitrobenzene, 0.22 mL of tributylamine and 5.2 mg of palladium acetate were added to 2.0 mL of N,N-dimethylacetamide solution containing 0.15 g of tert-butyl 2-(benzamido)-4-vinylbenzoate at room temperature and stirred under nitrogen atmosphere at 110° C. for 1 hour and 20 minutes. After the reaction mixture was cooled to room temperature, 10% citric acid aqueous solution and ethyl acetate were added. The organic layer was separated and dried over anhydrous magnesium sulfate... Starting materials: CCOC([O-])[O-], CC(C)NS(=O)(=O)c1cnccc1N, O. The product is CC(C)N1C=Nc2ccncc2S1(=O)=O. As a reaction SMILES: [CH:15]([O-:16])([O-:17])[O:18][CH2:19][CH3:20].[CH:1]([CH3:2])([CH3:3])[NH:4][S:5](=[O:6])(=[O:7])[c:8]1[cH:9][n:10][cH:11][cH:12][c:13]1[NH2:14].[OH2:21]>>[CH:1]([CH3:2])([CH3:3])[N:4]1[S:5](=[O:6])(=[O:7])[c:8]2[cH:9][n:10][cH:11][cH:12][c:13]2[N:14]=[CH:15]1. Starting materials: CCOC(=O)COc1ccc2c(c1)CC(NCc1ccccc1)CCC2, CO, [NH4+], [OH-]. Product: NC(=O)COc1ccc2c(c1)CC(NCc1ccccc1)CCC2. As a reaction SMILES: [CH2:1]([O:3][C:4](=[O:2])[CH2:5][O:6][c:7]1[cH:8][cH:9][c:10]2[c:11]([cH:25]1)[CH2:12][CH:13]([NH:17][CH2:18][c:19]1[cH:20][cH:21][cH:22][cH:23][cH:24]1)[CH2:14][CH2:15][CH2:16]2)[CH3:26].[CH3:29][OH:30].[NH4+:27].[OH-:28]>>[O:3]=[C:4]([CH2:5][O:6][c:7]1[cH:8][cH:9][c:10]2[c:11]([cH:25]1)[CH2:12][CH:13]([NH:17][CH2:18][c:19]1[cH:20][cH:21][cH:22][cH:23][cH:24]1)[CH2:14][CH2:15][CH2:16]2)[NH2:27]. Reactants: NC(=O)CCC(=O)NBr, ClCCl, C1CCOC1, CN(C)C=O, [Na+], c1ncc(-c2ccc3c(c2)OCO3)o1, [OH-]. Reaction SMILES: [Br:15][NH:16][C:17](=[O:18])[CH2:19][CH2:20][C:21]([NH2:22])=[O:23].[CH2:24]([Cl:25])[Cl:26].[CH2:34]1[O:35][CH2:36][CH2:37][CH2:38]1.[CH3:29][N:30]([CH3:31])[CH:32]=[O:33].[Na+:28].[O:1]1[CH2:2][O:3][c:4]2[c:5]1[cH:6][cH:7][c:8](-[c:10]1[cH:11][n:12][cH:13][o:14]1)[cH:9]2.[OH-:27]>>[O:1]1[CH2:2][O:3][c:4]2[c:5]1[cH:6][cH:7][c:8](-[c:10]1[c:11]([Br:15])[n:12][cH:13][o:14]1)[cH:9]2. The product is Brc1ncoc1-c1ccc2c(c1)OCO2.